This data is from the Open Reaction Database (ORD), a public repository of structured organic reaction records. The task is: describe an organic reaction: reactants, conditions, products, and yield Reactants: CCCCCCOC(c1ccc(OCc2ccccc2)cc1)C(F)(F)F, CO, C1CCOC1. Product: CCCCCCOC(c1ccc(O)cc1)C(F)(F)F. Reaction SMILES: [CH2:1]([c:2]1[cH:3][cH:4][cH:5][cH:6][cH:7]1)[O:8][c:9]1[cH:10][cH:11][c:12]([CH:15]([C:16]([F:17])([F:18])[F:19])[O:20][CH2:21][CH2:22][CH2:23][CH2:24][CH2:25][CH3:26])[cH:13][cH:14]1.[CH3:32][OH:33].[O:27]1[CH2:28][CH2:29][CH2:30][CH2:31]1>>[OH:8][c:9]1[cH:10][cH:11][c:12]([CH:15]([C:16]([F:17])([F:18])[F:19])[O:20][CH2:21][CH2:22][CH2:23][CH2:24][CH2:25][CH3:26])[cH:13][cH:14]1. Yield: 59.0%. The product is C1(=CC=CC=C1)N1NC(=CC1)C=C[N+](=O)[O-] (1-phenyl-3-(2-nitroethenyl)-pyrazoline). Reactants: C(=O)C1=NN(CC1)C1=CC=CC=C1 (3-formyl-1-phenyl-2-pyrazoline), C(CCC)N (n-butylamine), [N+](=O)([O-])C (nitromethane). Run in C1(=CC=CC=C1)C (toluene). Reported procedure: A mixture of 3-formyl-1-phenyl-2-pyrazoline (3.48 g), n-butylamine (0.2 ml) and nitromethane (10 ml) was stirred at 100° C. for 1 hour, then was cooled to room temperature. The resultant dark red crystalline mass was dissolved in toluene and was eluted down a silica column with toluene. The major orange fraction was evaporated to dryness under reduced pressure and the residue was recrystallised from ethanol to give a 59% yield of dark red micro crystals (MP 150° C.). Conditions: temperature 100 celsius, time 1 hour. RXN SMILES: [CH:1]([C:3]1[CH2:7][CH2:6][N:5]([C:8]2[CH:13]=[CH:12][CH:11]=[CH:10][CH:9]=2)[N:4]=1)=O.C(N)CCC.[N+:19]([CH3:22])([O-:21])=[O:20]>C1(C)C=CC=CC=1>[C:8]1([N:5]2[CH2:6][CH:7]=[C:3]([CH:1]=[CH:22][N+:19]([O-:21])=[O:20])[NH:4]2)[CH:13]=[CH:12][CH:11]=[CH:10][CH:9]=1. The reactants are C1CCNC1, ClCCl, [N-]=[N+]=NC(=O)c1ccsc1-n1cccc1. Yields the product O=C(c1ccsc1-n1cccc1)N1CCCC1. Reaction SMILES: [CH2:1]1[CH2:2][CH2:3][NH:4][CH2:5]1.[Cl:21][CH2:22][Cl:23].[n:6]1(-[c:11]2[s:12][cH:13][cH:14][c:15]2[C:16](=[O:17])[N:18]=[N+:19]=[N-:20])[cH:7][cH:8][cH:9][cH:10]1>>[CH2:1]1[CH2:2][CH2:3][N:18]([C:16]([c:15]2[c:11](-[n:6]3[cH:7][cH:8][cH:9][cH:10]3)[s:12][cH:13][cH:14]2)=[O:17])[CH2:5]1. Reactants: (+)-(4aR)-(10bR)-4-methyl-10b-methyl-1,2,3,4,4a,5,6,10b-octahydrobenzo[f]quinolin-3-one 8-boronic acid, BrC1=C2C=CN=CC2=CC=C1 (5-bromoisoquinoline), C([O-])([O-])=O.[Na+].[Na+] (sodium carbonate), C1CCOC1 (THF). Reagents/catalysts: [Pd].C1(=CC=CC=C1)P(C1=CC=CC=C1)C1=CC=CC=C1.C1(=CC=CC=C1)P(C1=CC=CC=C1)C1=CC=CC=C1.C1(=CC=CC=C1)P(C1=CC=CC=C1)C1=CC=CC=C1.C1(=CC=CC=C1)P(C1=CC=CC=C1)C1=CC=CC=C1 (tetrakis (triphenylphosphine) palladium (0)). Run in C(C)(=O)OCC (ethyl acetate). Yields the product CN1C(CC[C@@]2(C3=C(CC[C@@H]12)C=C(C=C3)C3=C1C=CN=CC1=CC=C3)C)=O ((+)-(4aR)-(10bR)-4-methyl-8-(5-isoquinolinyl)-10b-methyl-1,2,3,4,4a,5,6,10b-octahydrobenzo[f]quinolin-3-one). Yield: 42.0%. RXN SMILES: Br[C:2]1[CH:11]=[CH:10][CH:9]=[C:8]2[C:3]=1[CH:4]=[CH:5][N:6]=[CH:7]2.[C:12](=[O:15])([O-])[O-].[Na+].[Na+].[CH2:18]1[CH2:22]O[CH2:20][CH2:19]1>C(OCC)(=O)C.[Pd].C1(P(C2C=CC=CC=2)C2C=CC=CC=2)C=CC=CC=1.C1(P(C2C=CC=CC=2)C2C=CC=CC=2)C=CC=CC=1.C1(P(C2C=CC=CC=2)C2C=CC=CC=2)C=CC=CC=1.C1(P(C2C=CC=CC=2)C2C=CC=CC=2)C=CC=CC=1>[CH3:7][N:6]1[C@H:5]2[C@@:18]([CH3:22])([C:18]3[CH:22]=[CH:11][C:2]([C:2]4[CH:11]=[CH:10][CH:9]=[C:8]5[C:3]=4[CH:4]=[CH:5][N:6]=[CH:7]5)=[CH:3][C:19]=3[CH2:20][CH2:4]2)[CH2:19][CH2:20][C:12]1=[O:15] |f:1.2.3,6.7.8.9.10|. Reported procedure: A 15 mL round bottom flask was charged with (+)-(4aR)-(10bR)-4-methyl-10b-methyl-1,2,3,4,4a,5,6,10b-octahydrobenzo[f]quinolin-3-one-8-boronic acid (178 mg, 0.65 mmol), tetrakis (triphenylphosphine) palladium (0) (23 mg, 0.02 mmol), 5-bromoisoquinoline (135 mg, 0.65 mmol), 0.65 mL of 2M sodium carbonate and 2 mL of THF, fitted with a reflux condenser, and the stirred mixture was heated at 80°, under nitrogen, for 24 h. The mixture was cooled, diluted with ethyl acetate (75 mL) and washed with bri... The reactants are [OH-].[K+] (potassium hydroxide), OCCC#CC1=C(C(=O)OC)C=CC=C1OC (Methyl 2-(4-hydroxybut-1-yn-1-yl)-3-(methyloxy)benzoate), Cl (hydrochloric acid). Run in O (water), CO (methanol). Reaction conditions: temperature 60 celsius, time 1 hour. The product is OCCC#CC1=C(C(=O)O)C=CC=C1OC (2-(4-hydroxybut-1-yn-1-yl)-3-(methyloxy)benzoic acid). Yield: 98.4%. RXN SMILES: [OH:1][CH2:2][CH2:3][C:4]#[C:5][C:6]1[C:15]([O:16][CH3:17])=[CH:14][CH:13]=[CH:12][C:7]=1[C:8]([O:10]C)=[O:9].[OH-].[K+].Cl>CO.O>[OH:1][CH2:2][CH2:3][C:4]#[C:5][C:6]1[C:15]([O:16][CH3:17])=[CH:14][CH:13]=[CH:12][C:7]=1[C:8]([OH:10])=[O:9] |f:1.2|. Procedure details: Methyl 2-(4-hydroxybut-1-yn-1-yl)-3-(methyloxy)benzoate (0.056 g, 0.24 mmol) was dissolved in methanol (2 ml), and a solution of potassium hydroxide (0.027 g, 0.48 mmol) in water (0.5 ml) was added. The reaction mixture was stirred at 60° C. for 1 h, cooled to room temperature, and 1.5M hydrochloric acid was added to pH 4. The aqueous mixture was extracted with ethyl acetate, and the organic layer was washed with brine then dried over sodium sulfate. The mixture was then filtered and concentrate...